From a dataset of the Open Reaction Database (ORD), a public repository of structured organic reaction records. describe an organic reaction: reactants, conditions, products, and yield The product is C=Cc1c(F)ccc(C(=O)OC(C)(C)C)c1F. As a reaction SMILES: [CH2:41]1[O:42][CH2:43][CH2:44][CH2:45]1.[CH3:2][P+:3]([c:4]1[cH:5][cH:6][cH:7][cH:8][cH:9]1)([c:10]1[cH:11][cH:12][cH:13][cH:14][cH:15]1)[c:16]1[cH:17][cH:18][cH:19][cH:20][cH:21]1.[Cl-:39].[F:22][c:23]1[c:24]([C:25](=[O:26])[O:27][C:28]([CH3:29])([CH3:30])[CH3:31])[cH:32][cH:33][c:34]([F:38])[c:35]1[CH:36]=[O:37].[I-:1].[NH4+:40]>>[CH2:2]=[CH:36][c:35]1[c:23]([F:22])[c:24]([C:25](=[O:26])[O:27][C:28]([CH3:29])([CH3:30])[CH3:31])[cH:32][cH:33][c:34]1[F:38]. Starting materials: C1CCOC1, C[P+](c1ccccc1)(c1ccccc1)c1ccccc1, [Cl-], CC(C)(C)OC(=O)c1ccc(F)c(C=O)c1F, [I-], [NH4+]. Starting materials: ClC1=C2C=C(NC2=CC=C1C#N)C(F)F (4-chloro-2-(difluoromethyl)-1H-indole-5-carbonitrile), BrCC(=O)N (bromoacetamide), C(=O)([O-])[O-].[Cs+].[Cs+] (Cs2CO3). Yields the product ClC1=C2C=C(N(C2=CC=C1C#N)CC(=O)N)C(F)F (2-[4-Chloro-5-cyano-2-(difluoromethyl)-1H-indol-1-yl]acetamide). As a reaction SMILES: [Cl:1][C:2]1[C:10]([C:11]#[N:12])=[CH:9][CH:8]=[C:7]2[C:3]=1[CH:4]=[C:5]([CH:13]([F:15])[F:14])[NH:6]2.Br[CH2:17][C:18]([NH2:20])=[O:19].C([O-])([O-])=O.[Cs+].[Cs+]>>[Cl:1][C:2]1[C:10]([C:11]#[N:12])=[CH:9][CH:8]=[C:7]2[C:3]=1[CH:4]=[C:5]([CH:13]([F:14])[F:15])[N:6]2[CH2:17][C:18]([NH2:20])=[O:19] |f:2.3.4|. Reported procedure: Synthesized as described in Example 4 using 4-chloro-2-(difluoromethyl)-1H-indole-5-carbonitrile, bromoacetamide (2 eq) and Cs2CO3 (2 eq): MS (ES) m/z 284 (M+1). Reactants: C1CCOC1, Cn1nccc1CCO, Oc1ccc(N2CCN(c3ccc4nnc(C(F)(F)F)n4n3)CC2)cc1, CC(C)OC(=O)N=NC(=O)OC(C)C, c1ccc(P(c2ccccc2)c2ccccc2)cc1. Product: Cn1nccc1CCOc1ccc(N2CCN(c3ccc4nnc(C(F)(F)F)n4n3)CC2)cc1. RXN SMILES: [CH2:69]1[O:70][CH2:71][CH2:72][CH2:73]1.[CH3:41][n:42]1[n:43][cH:44][cH:45][c:46]1[CH2:47][CH2:48][OH:49].[F:15][C:16]([c:17]1[n:18][n:19][c:20]2[n:21]1[n:22][c:23]([N:26]1[CH2:27][CH2:28][N:29]([c:32]3[cH:33][cH:34][c:35]([OH:38])[cH:36][cH:37]3)[CH2:30][CH2:31]1)[cH:24][cH:25]2)([F:39])[F:40].[O:1]=[C:2]([O:3][CH:4]([CH3:5])[CH3:6])[N:7]=[N:8][C:9]([O:10][CH:11]([CH3:12])[CH3:13])=[O:14].[c:50]1([P:51]([c:52]2[cH:53][cH:54][cH:55][cH:56][cH:57]2)[c:58]2[cH:59][cH:60][cH:61][cH:62][cH:63]2)[cH:64][cH:65][cH:66][cH:67][cH:68]1>>[F:15][C:16]([c:17]1[n:18][n:19][c:20]2[n:21]1[n:22][c:23]([N:26]1[CH2:27][CH2:28][N:29]([c:32]3[cH:33][cH:34][c:35]([O:38][CH2:48][CH2:47][c:46]4[n:42]([CH3:41])[n:43][cH:44][cH:45]4)[cH:36][cH:37]3)[CH2:30][CH2:31]1)[cH:24][cH:25]2)([F:39])[F:40].